From a dataset of the Open Reaction Database (ORD), a public repository of structured organic reaction records. describe an organic reaction: reactants, conditions, products, and yield The reactants are CC1=CC(=NO1)CC#N ((5-methylisoxazol-3-yl)acetonitrile), [Na] (Sodium), N(=[N+]=[N-])C1=C(C(=O)O)C=CC=C1 (2-azidobenzoic acid). Solvent: CCO (EtOH), CCO (EtOH). Reaction conditions: time 15 minute. Product: CC1=CC(=NO1)C=1N=NN2C1NC(C1=CC=CC=C21)=O (3-(5-Methylisoxazol-3-yl)-4H-[1,2,3]triazolo[1,5-a]quinazolin-5-one). Yield: 80.1%. RXN SMILES: [Na].[CH3:2][C:3]1[O:7][N:6]=[C:5]([CH2:8][C:9]#[N:10])[CH:4]=1.[N:11]([C:14]1[CH:22]=[CH:21][CH:20]=[CH:19][C:15]=1[C:16]([OH:18])=O)=[N+:12]=[N-:13]>CCO>[CH3:2][C:3]1[O:7][N:6]=[C:5]([C:8]2[N:13]=[N:12][N:11]3[C:14]4[C:15](=[CH:19][CH:20]=[CH:21][CH:22]=4)[C:16](=[O:18])[NH:10][C:9]=23)[CH:4]=1 |^1:0|. Procedure details: Sodium (0.2 g, 8.6 mmol) was dissolved in EtOH (9 mL) and (5-methylisoxazol-3-yl)acetonitrile (0.65 g, 5.3 mmol) was added. The solution was stirred for 15 min then a solution of 2-azidobenzoic acid (0.7 g, 4.3 mmol) in EtOH (7 mL) was added and the mixture stirred for 1 h. After this time the mixture was heated at reflux for 5 h. The suspension was then allowed to cool to room temperature and the solvent removed in vacuo. The residue was taken up in water and 1N citric acid was added to pH4. Th... The reactants are [1,1′-bis(diphenylphosphino)ferrocene]dichloro, FC1=CC=C(C=C1)C=1N=C2N(N=C(C=C2)N2CCN(CC2)C(=O)OC(C)(C)C)C1I (tert-butyl 4-[2-(4-fluorophenyl)-3-iodoimidazo[1,2-b]pyridazin-6-yl]piperazine-1-carboxylate), C([O-])([O-])=O.[Cs+].[Cs+] (cesium carbonate), ClC1=NC=CC(=C1)B(O)O (2-chloropyridine-4-boronic acid). The reagents and catalysts are [Pd+2] (palladium(II)). Solvent: O1CCCC1 (tetrahydrofuran), O (water), C(Cl)(Cl)Cl (chloroform). The product is ClC1=NC=CC(=C1)C1=C(N=C2N1N=C(C=C2)N2CCN(CC2)C(=O)OC(C)(C)C)C2=CC=C(C=C2)F (tert-Butyl 4-[3-(2-chloropyrid-4-yl)-2-(4-fluorophenyl)imidazo[1,2-b]pyridazin-6-yl]piperazine-1-carboxylate). Yield: 78.1%. As a reaction SMILES: [F:1][C:2]1[CH:7]=[CH:6][C:5]([C:8]2[N:9]=[C:10]3[CH:15]=[CH:14][C:13]([N:16]4[CH2:21][CH2:20][N:19]([C:22]([O:24][C:25]([CH3:28])([CH3:27])[CH3:26])=[O:23])[CH2:18][CH2:17]4)=[N:12][N:11]3[C:29]=2I)=[CH:4][CH:3]=1.C(=O)([O-])[O-].[Cs+].[Cs+].[Cl:37][C:38]1[CH:43]=[C:42](B(O)O)[CH:41]=[CH:40][N:39]=1>O1CCCC1.O.C(Cl)(Cl)Cl.[Pd+2]>[Cl:37][C:38]1[CH:43]=[C:42]([C:29]2[N:11]3[N:12]=[C:13]([N:16]4[CH2:21][CH2:20][N:19]([C:22]([O:24][C:25]([CH3:28])([CH3:27])[CH3:26])=[O:23])[CH2:18][CH2:17]4)[CH:14]=[CH:15][C:10]3=[N:9][C:8]=2[C:5]2[CH:6]=[CH:7][C:2]([F:1])=[CH:3][CH:4]=2)[CH:41]=[CH:40][N:39]=1 |f:1.2.3|. Procedure details: To a suspension of 1.25 g (2.39 mmol) of tert-butyl 4-[2-(4-fluorophenyl)-3-iodoimidazo[1,2-b]pyridazin-6-yl]piperazine-1-carboxylate in a mixture of tetrahydrofuran and water are added 2.33 g (7.17 mmol) of cesium carbonate and 0.45 g (2.9 mmol) of 2-chloropyridine-4-boronic acid. After sparging with a stream of argon for a few moments, 0.18 g (0.21 mmol) of [1,1′-bis(diphenylphosphino)ferrocene]dichloro)palladium(II) (PdCl2(dppf)) is added and the reaction mixture is refluxed under argon for 1... The reactants are C[C@@H]1CC[C@H](CC1)NC(C=CC1=CC(=C(C=C1)O)OC)=O (N-(trans-4-methylcyclohexyl)-4-hydroxy -3-methoxycinnamamide), [H][H] (hydrogen). Reagents/catalysts: [C].[Pd] (palladium-carbon). Solvent: CO (methanol). The product is C[C@@H]1CC[C@H](CC1)NC(CCC1=CC(=C(C=C1)O)OC)=O (N-(trans-4-methylcyclohexyl)-3-(4-hydroxy-3-methoxyphenyl)propionamide). The yield is 88.1%. Reaction SMILES: [CH3:1][C@H:2]1[CH2:7][CH2:6][C@H:5]([NH:8][C:9](=[O:21])[CH:10]=[CH:11][C:12]2[CH:17]=[CH:16][C:15]([OH:18])=[C:14]([O:19][CH3:20])[CH:13]=2)[CH2:4][CH2:3]1.[H][H]>CO.[C].[Pd]>[CH3:1][C@H:2]1[CH2:3][CH2:4][C@H:5]([NH:8][C:9](=[O:21])[CH2:10][CH2:11][C:12]2[CH:17]=[CH:16][C:15]([OH:18])=[C:14]([O:19][CH3:20])[CH:13]=2)[CH2:6][CH2:7]1 |f:3.4|. Reported procedure: 0.075 g of 10% palladium-carbon was added to a solution of 1.5 g of N-(trans-4-methylcyclohexyl)-4-hydroxy -3-methoxycinnamamide (Example 131) in 100 ml of methanol. The solution was vigorously stirred for 16 hours under normal-pressure hydrogen gas. After reaction, the catalyst was filtered out, and the solvent was removed in vacuo from the flitrate, yielding 1.33 g of N-(trans-4-methylcyclohexyl)-3-(4-hydroxy-3-methoxyphenyl)propionamide (a compound of the present as a colorless oil, which had... Reactants: amidine, CC=1C=CC(=CC1)S(=O)(=O)O (TsOH), C(C)(C)(C)OC(=O)N1C(C[C@H]2CC[C@@H]([C@@H]1C2)N2C1=NC=NC(=C1N=C2)N=CN(C)C)=O (9-[(S,S,S)-8-N-tert-Butoxycarbonyl-8-azabicyclo[3.3.1]nonan-7-on-2-yl]-6N-dimethylaminomethylideneadenine), C1(=CC=C(C=C1)S(=O)(=O)NN)C (p-toluenesulphonic acid hydrazide). Run in C(Cl)Cl (CH2Cl2), C(Cl)Cl (CH2Cl2). Run at time 44 hour. Yields the product C(C)(C)(C)OC(=O)N1C(C[C@H]2CC[C@@H]([C@@H]1C2)N2C1=NC=NC(=C1N=C2)N)=O (9-[(S,S,S)-8-N-tert-Butoxycarbonyl-8-azabicyclo[3.3.1]nonan-7-on-2-yl]adenine). The yield is 85.9%. As a reaction SMILES: [C:1]([O:5][C:6]([N:8]1[C@H:15]2[CH2:16][C@H:11]([CH2:12][CH2:13][C@@H:14]2[N:17]2[CH:25]=[N:24][C:23]3[C:18]2=[N:19][CH:20]=[N:21][C:22]=3[N:26]=CN(C)C)[CH2:10][C:9]1=[O:31])=[O:7])([CH3:4])([CH3:3])[CH3:2].C1(C)C=CC(S(NN)(=O)=O)=CC=1.CC1C=CC(S(O)(=O)=O)=CC=1>C(Cl)Cl>[C:1]([O:5][C:6]([N:8]1[C@H:15]2[CH2:16][C@H:11]([CH2:12][CH2:13][C@@H:14]2[N:17]2[CH:25]=[N:24][C:23]3[C:18]2=[N:19][CH:20]=[N:21][C:22]=3[NH2:26])[CH2:10][C:9]1=[O:31])=[O:7])([CH3:4])([CH3:2])[CH3:3]. Reported procedure: A 250 ml round-bottomed flask was loaded with 6.64 g of amidine A lactam 15d (15.5 mmol) and 150 ml of dry CH2Cl2. 11.55 g of p-toluenesulphonic acid hydrazide (62.0 mmol) were then added followed by 1.47 g of TsOH (7.75 mmol). The solution was stirred at room temperature for 44 h. After the addition of 150 ml of CH2Cl2, the solution was washed three times with water and adjusted to a pH of >12 by addition of 2M NaOH. The combined wash solutions were extracted with 100 ml of CH2Cl2 and the combi... The reactants are B, C1CCOC1, Cc1ccccc1, CO, CCOC(C)=O, Cc1ccc(F)cc1C(=O)C1CCCN(C(=O)OC(C)(C)C)C1. Yields the product Cc1ccc(F)cc1C(O)C1CCCN(C(=O)OC(C)(C)C)C1. RXN SMILES: [BH3:31].[CH2:34]1[O:35][CH2:36][CH2:37][CH2:38]1.[CH3:24][c:25]1[cH:26][cH:27][cH:28][cH:29][cH:30]1.[CH3:32][OH:33].[CH3:39][CH2:40][O:41][C:42]([CH3:43])=[O:44].[F:1][c:2]1[cH:3][cH:4][c:5]([CH3:23])[c:6]([C:7](=[O:8])[CH:9]2[CH2:10][N:11]([C:15](=[O:16])[O:17][C:18]([CH3:19])([CH3:20])[CH3:21])[CH2:12][CH2:13][CH2:14]2)[cH:22]1>>[F:1][c:2]1[cH:3][cH:4][c:5]([CH3:23])[c:6]([CH:7]([OH:8])[CH:9]2[CH2:10][N:11]([C:15](=[O:16])[O:17][C:18]([CH3:19])([CH3:20])[CH3:21])[CH2:12][CH2:13][CH2:14]2)[cH:22]1. Starting materials: OCCF, O, Cc1ccc(S(=O)(=O)O)cc1, c1ccncc1. Product: Cc1ccc(S(=O)(=O)OCCF)cc1. Reaction SMILES: [F:1][CH2:2][CH2:3][OH:4].[OH2:16].[c:5]1([CH3:15])[cH:6][cH:7][c:8]([S:11](=[O:12])(=[O:13])[OH:14])[cH:9][cH:10]1.[cH:17]1[cH:18][cH:19][n:20][cH:21][cH:22]1>>[F:1][CH2:2][CH2:3][O:4][S:11]([c:8]1[cH:7][cH:6][c:5]([CH3:15])[cH:10][cH:9]1)(=[O:12])=[O:13]. Procedure details: (4aRS,5SR,8aRS)-5-Amino-1-benzylperhydroquinoxaline-2,3-dione (3.06 g, 11.2 mmol) was dissolved in CH3CN (300 ml). NaHCO3 (6.4 g, 76.2 mmol) and 1,4-diiodobutane (13.9 g, 44.8 mmol, 5.9 ml) were added and the mixture was heated under reflux for 18 hours. NaHCO3 was separated off with a blue-band filter (Schleicher&Schuell) and the yellow solution was concentrated in vacuo. The solid was taken up in CH2Cl2 and the mixture was extracted by shaking three times with HCl (1 N). The aqueous phase was ... RXN SMILES: [NH2:1][CH:2]1[CH2:11][CH2:10][CH2:9][CH:8]2[CH:3]1[NH:4][C:5](=[O:20])[C:6](=[O:19])[N:7]2[CH2:12][C:13]1[CH:18]=[CH:17][CH:16]=[CH:15][CH:14]=1.C([O-])(O)=O.[Na+].I[CH2:27][CH2:28][CH2:29][CH2:30]I>CC#N>[CH2:12]([N:7]1[CH:8]2[CH:3]([CH:2]([N:1]3[CH2:30][CH2:29][CH2:28][CH2:27]3)[CH2:11][CH2:10][CH2:9]2)[NH:4][C:5](=[O:20])[C:6]1=[O:19])[C:13]1[CH:18]=[CH:17][CH:16]=[CH:15][CH:14]=1 |f:1.2|. The solvent is CC#N (CH3CN). Reactants: C(=O)(O)[O-].[Na+] (NaHCO3), ICCCCI (1,4-diiodobutane), NC1C2NC(C(N(C2CCC1)CC1=CC=CC=C1)=O)=O ((4aRS,5SR,8aRS)-5-Amino-1-benzylperhydroquinoxaline-2,3-dione). Yields the product C(C1=CC=CC=C1)N1C(C(NC2C(CCCC12)N1CCCC1)=O)=O ((4aRS,5SR,8aRS)-1-benzyl-5-(pyrrolidin-1-yl)perhydroquinoxaline-2,3-dione). Starting materials: Nc1nnc(Br)s1, NCCc1ccccc1, [K+], [K+], CN(C)C=O, O=P([O-])([O-])O. The product is Nc1nnc(NCCc2ccccc2)s1. As a reaction SMILES: [Br:1][c:2]1[n:3][n:4][c:5]([NH2:7])[s:6]1.[CH2:8]([CH2:9][c:10]1[cH:11][cH:12][cH:13][cH:14][cH:15]1)[NH2:16].[K+:22].[K+:23].[O:24]=[CH:25][N:26]([CH3:27])[CH3:28].[P:17]([O-:18])([O-:19])([OH:20])=[O:21]>>[c:2]1([NH:16][CH2:8][CH2:9][c:10]2[cH:11][cH:12][cH:13][cH:14][cH:15]2)[n:3][n:4][c:5]([NH2:7])[s:6]1.